Dataset: the Open Reaction Database (ORD), a public repository of structured organic reaction records. Task: describe an organic reaction: reactants, conditions, products, and yield Starting materials: Nc1cccc(-c2c(Cc3ccccc3)cnc3c(C(F)(F)F)cccc23)c1, COc1ccc(-c2ccc(C=O)c(F)c2)cc1. The product is COc1ccc(-c2ccc(CNc3cccc(-c4c(Cc5ccccc5)cnc5c(C(F)(F)F)cccc45)c3)c(F)c2)cc1. Reaction SMILES: [CH2:1]([c:2]1[cH:3][cH:4][cH:5][cH:6][cH:7]1)[c:8]1[cH:9][n:10][c:11]2[c:12]([C:25]([F:26])([F:27])[F:28])[cH:13][cH:14][cH:15][c:16]2[c:17]1-[c:18]1[cH:19][c:20]([NH2:24])[cH:21][cH:22][cH:23]1.[F:29][c:30]1[cH:31][c:32](-[c:38]2[cH:39][cH:40][c:41]([O:44][CH3:45])[cH:42][cH:43]2)[cH:33][cH:34][c:35]1[CH:36]=[O:37]>>[CH2:1]([c:2]1[cH:3][cH:4][cH:5][cH:6][cH:7]1)[c:8]1[cH:9][n:10][c:11]2[c:12]([C:25]([F:26])([F:27])[F:28])[cH:13][cH:14][cH:15][c:16]2[c:17]1-[c:18]1[cH:19][c:20]([NH:24][CH2:36][c:35]2[c:30]([F:29])[cH:31][c:32](-[c:38]3[cH:39][cH:40][c:41]([O:44][CH3:45])[cH:42][cH:43]3)[cH:33][cH:34]2)[cH:21][cH:22][cH:23]1. Reactants: COC1=CC=C(CN(C2=NC=C(C=N2)C=2C3=C(N=C(N2)N2CCOCC2)NCC3)CC3=CC=C(C=C3)OC)C=C1 (bis-(4-methoxy-benzyl)-[5-(2-morpholin-4-yl-6,7-dihydro-5H-pyrrolo[2,3-d]pyrimidin-4-yl)-pyrimidin-2-yl]-amine), BrC=1C=C(C=CC1)CCC(=O)N1CCN(CC1)C (3-(3-bromo-phenyl)-1-(4-methyl-piperazin-1-yl)-propan-1-one). Product: COC1=CC=C(CN(C2=NC=C(C=N2)C=2C3=C(N=C(N2)N2CCOCC2)N(CC3)C=3C=C(C=CC3)CCC(=O)N3CCN(CC3)C)CC3=CC=C(C=C3)OC)C=C1 (3-[3-(4-{2-[bis-(4-methoxy-benzyl)-amino]-pyrimidin-5-yl}-2-morpholin-4-yl-5,6-dihydro-pyrrolo[2,3-d]pyrimidin-7-yl)-phenyl]-1-(4-methyl-piperazin-1-yl)-propan-1-one). As a reaction SMILES: [CH3:1][O:2][C:3]1[CH:40]=[CH:39][C:6]([CH2:7][N:8]([CH2:30][C:31]2[CH:36]=[CH:35][C:34]([O:37][CH3:38])=[CH:33][CH:32]=2)[C:9]2[N:14]=[CH:13][C:12]([C:15]3[C:16]4[CH2:29][CH2:28][NH:27][C:17]=4[N:18]=[C:19]([N:21]4[CH2:26][CH2:25][O:24][CH2:23][CH2:22]4)[N:20]=3)=[CH:11][N:10]=2)=[CH:5][CH:4]=1.Br[C:42]1[CH:43]=[C:44]([CH2:48][CH2:49][C:50]([N:52]2[CH2:57][CH2:56][N:55]([CH3:58])[CH2:54][CH2:53]2)=[O:51])[CH:45]=[CH:46][CH:47]=1>>[CH3:38][O:37][C:34]1[CH:33]=[CH:32][C:31]([CH2:30][N:8]([CH2:7][C:6]2[CH:5]=[CH:4][C:3]([O:2][CH3:1])=[CH:40][CH:39]=2)[C:9]2[N:10]=[CH:11][C:12]([C:15]3[C:16]4[CH2:29][CH2:28][N:27]([C:42]5[CH:43]=[C:44]([CH2:48][CH2:49][C:50]([N:52]6[CH2:53][CH2:54][N:55]([CH3:58])[CH2:56][CH2:57]6)=[O:51])[CH:45]=[CH:46][CH:47]=5)[C:17]=4[N:18]=[C:19]([N:21]4[CH2:26][CH2:25][O:24][CH2:23][CH2:22]4)[N:20]=3)=[CH:13][N:14]=2)=[CH:36][CH:35]=1. Procedure: Using bis-(4-methoxy-benzyl)-[5-(2-morpholin-4-yl-6,7-dihydro-5H-pyrrolo[2,3-d]pyrimidin-4-yl)-pyrimidin-2-yl]-amine (200 mg) and 3-(3-bromo-phenyl)-1-(4-methyl-piperazin-1-yl)-propan-1-one (173 mg) instead of 4-chloropicolinic acid t-butylamide, in the same manner as Example 1-D-07, a crude product of 3-[3-(4-{2-[bis-(4-methoxy-benzyl)-amino]-pyrimidin-5-yl}-2-morpholin-4-yl-5,6-dihydro-pyrrolo[2,3-d]pyrimidin-7-yl)-phenyl]-1-(4-methyl-piperazin-1-yl)-propan-1-one was obtained, and further PMB ... Starting materials: CC=1C(=CC=2C(CC=C(C2C1)C)(C)C)NC1=CC=C(C(=O)OCC)C=C1 (ethyl 4-(3,5,8,8-tetramethyl-7,8-dihydronaphthalen-2-ylamino)benzoate), CC=1C(=CC=2C(CC=C(C2C1)C)(C)C)NC1=CC=C(C(=O)OCC)C=C1 (ethyl 4-(3,5,8,8-tetramethyl-7,8-dihydronaphthalen-2-ylamino)benzoate), C(CC)=O (propionaldehyde). Reaction SMILES: [CH3:1][C:2]1[C:3]([NH:15][C:16]2[CH:26]=[CH:25][C:19]([C:20]([O:22][CH2:23][CH3:24])=[O:21])=[CH:18][CH:17]=2)=[CH:4][C:5]2[C:6]([CH3:14])([CH3:13])[CH2:7][CH:8]=[C:9]([CH3:12])[C:10]=2[CH:11]=1.[CH:27](=O)[CH2:28][CH3:29]>>[CH2:27]([N:15]([C:3]1[C:2]([CH3:1])=[CH:11][C:10]2[C:9]([CH3:12])=[CH:8][CH2:7][C:6]([CH3:14])([CH3:13])[C:5]=2[CH:4]=1)[C:16]1[CH:17]=[CH:18][C:19]([C:20]([O:22][CH2:23][CH3:24])=[O:21])=[CH:25][CH:26]=1)[CH2:28][CH3:29]. The product is C(CC)N(C1=CC=C(C(=O)OCC)C=C1)C1=CC=2C(CC=C(C2C=C1C)C)(C)C (Ethyl 4-[Propyl(3,5,8,8-tetramethyl-7,8-dihydronaphthalen-2-yl)amino]benzoate). The yield is 41.5%. Procedure: Following General Procedure D, ethyl 4-(3,5,8,8-tetramethyl-7,8-dihydronaphthalen-2-ylamino)benzoate (Compound 39, 0.085 g, 0.24 mmol) was reacted with propionaldehyde (180 μL, 2.4 mmol) to give 0.039 g (41%) of the title compound as a clear oil. Reactants: C(C1=CC=CC=C1)OC(=O)N1[C@H](C(=O)O)CCC1 (N-Benzyloxycarbonyl-L-proline), CS(=O)(=O)ON=C(C(=O)OCC)C#N (ethyl 2-methanesulfonyloxyimino-2-cyanoacetate), Cl.C(C)OC([C@@H](N)CC(C)C)=O (L-leucine ethyl ester hydrochloride), C(Cl)(Cl)Cl (chloroform). The solvent is C(C)N(CC)CC (triethylamine). Reaction conditions: time 16 hour. The product is C(C)OC([C@@H](NC([C@H]1N(CCC1)C(=O)OCC1=CC=CC=C1)=O)CC(C)C)=O (N-(N-benzyloxycarbonyl-L-prolyl)-L-leucine ethyl ester). Yield: 40.9%. RXN SMILES: [CH2:1]([O:8][C:9]([N:11]1[CH2:18][CH2:17][CH2:16][C@H:12]1[C:13]([OH:15])=O)=[O:10])[C:2]1[CH:7]=[CH:6][CH:5]=[CH:4][CH:3]=1.Cl.[CH2:20]([O:22][C:23](=[O:30])[C@H:24]([CH2:26][CH:27]([CH3:29])[CH3:28])[NH2:25])[CH3:21].C(Cl)(Cl)Cl.CS(ON=C(C#N)C(OCC)=O)(=O)=O>C(N(CC)CC)C>[CH2:20]([O:22][C:23](=[O:30])[C@H:24]([CH2:26][CH:27]([CH3:29])[CH3:28])[NH:25][C:13](=[O:15])[C@@H:12]1[CH2:16][CH2:17][CH2:18][N:11]1[C:9]([O:8][CH2:1][C:2]1[CH:3]=[CH:4][CH:5]=[CH:6][CH:7]=1)=[O:10])[CH3:21] |f:1.2|. Procedure details: N-Benzyloxycarbonyl-L-proline (1.25 g) and L-leucine ethyl ester hydrochloride (1.0 g) are suspended into chloroform (10 ml), and therein is dissolved triethylamine (1.40 ml). To the solution is added ethyl 2-methanesulfonyloxyimino-2-cyanoacetate (1.1 g) and the mixture is stirred at room temperature for 16 hours. After reaction, the reaction mixture is extracted with ethyl acetate. The extract is washed with water, 1 N aqueous sodium hydrogen carbonate, water, 1 N hydrochloric acid and water i... Isolated yield 74.2%. Run at time 30 minute. The product is CN(CCC=C(C1=CC=CC=C1)C1=CC=C(C(=O)OC)C=C1)C (methyl 4-(4-dimethylamino-1-phenyl-1-butenyl)benzoate). Starting materials: C(C1=CC=CC=C1)(=O)C1=CC=C(C(=O)OC)C=C1 (methyl p-benzoylbenzoate), C(CCC)[Li] (n-butyl lithium), [Br-].CN(CCC[P+](C1=CC=CC=C1)(C1=CC=CC=C1)C1=CC=CC=C1)C ((3-dimethylaminopropyl) triphenylphophonium bromide). The solvent is O1CCCC1 (tetrahydrofuran), O1CCCC1 (tetrahydrofuran), [Cl-].[Na+].O (brine). Procedure: 2.97 g (6.93 mmol) of (3-dimethylaminopropyl) triphenylphophonium bromide was dissolved in 25 ml of tetrahydrofuran and 4.77 ml (7.63 mmol) of 1.6 M n-butyl lithium was added dropwise thereto under cooling in a dry ice-acetone bath. The mixture was stirred for 30 minutes under ice-cooling. A solution of 1.67 g (6.93 mmol) of methyl p-benzoylbenzoate in 15 ml of tetrahydrofuran was added thereto and the mixture was stirred for 30 minutes. Returning to room temperature, it was stirred for one hour... RXN SMILES: [Br-].[CH3:2][N:3]([CH3:26])[CH2:4][CH2:5][CH2:6][P+](C1C=CC=CC=1)(C1C=CC=CC=1)C1C=CC=CC=1.C([Li])CCC.[C:32]([C:40]1[CH:49]=[CH:48][C:43]([C:44]([O:46][CH3:47])=[O:45])=[CH:42][CH:41]=1)(=O)[C:33]1[CH:38]=[CH:37][CH:36]=[CH:35][CH:34]=1>O1CCCC1.[Cl-].[Na+].O>[CH3:2][N:3]([CH3:26])[CH2:4][CH2:5][CH:6]=[C:32]([C:40]1[CH:49]=[CH:48][C:43]([C:44]([O:46][CH3:47])=[O:45])=[CH:42][CH:41]=1)[C:33]1[CH:38]=[CH:37][CH:36]=[CH:35][CH:34]=1 |f:0.1,5.6.7|. Reactants: COc1cc2c(cc1OC)C1C(COC(=O)c3ccccc3)CN1CC2, CCO, Cl, Cl. Product: Cl, COc1cc2c(cc1OC)C1C(CO)CN1CC2. RXN SMILES: [C:2](=[O:3])([c:4]1[cH:5][cH:6][cH:7][cH:8][cH:9]1)[O:10][CH2:11][CH:12]1[CH2:13][N:14]2[CH:15]1[c:16]1[cH:17][c:18]([O:26][CH3:27])[c:19]([O:24][CH3:25])[cH:20][c:21]1[CH2:22][CH2:23]2.[CH3:29][CH2:30][OH:31].[ClH:1].[ClH:28]>>[ClH:1].[OH:10][CH2:11][CH:12]1[CH2:13][N:14]2[CH:15]1[c:16]1[cH:17][c:18]([O:26][CH3:27])[c:19]([O:24][CH3:25])[cH:20][c:21]1[CH2:22][CH2:23]2.